Task: describe an organic reaction: reactants, conditions, products, and yield. Dataset: the Open Reaction Database (ORD), a public repository of structured organic reaction records Starting materials: [Li]CCCC, C1CCOC1, CCn1cnc(-c2ccc(Cl)cc2Cl)c1-c1ccc(Cl)cc1, O=C=NC1CCCCC1. Product: CCn1c(C(=O)NC2CCCCC2)nc(-c2ccc(Cl)cc2Cl)c1-c1ccc(Cl)cc1. Reaction SMILES: [CH2:23]([Li:24])[CH2:25][CH2:26][CH3:27].[CH2:37]1[O:38][CH2:39][CH2:40][CH2:41]1.[Cl:1][c:2]1[c:3](-[c:9]2[n:10][cH:11][n:12]([CH2:21][CH3:22])[c:13]2-[c:14]2[cH:15][cH:16][c:17]([Cl:20])[cH:18][cH:19]2)[cH:4][cH:5][c:6]([Cl:8])[cH:7]1.[O:28]=[C:29]=[N:30][CH:31]1[CH2:32][CH2:33][CH2:34][CH2:35][CH2:36]1>>[Cl:1][c:2]1[c:3](-[c:9]2[n:10][c:11]([C:29](=[O:28])[NH:30][CH:31]3[CH2:32][CH2:33][CH2:34][CH2:35][CH2:36]3)[n:12]([CH2:21][CH3:22])[c:13]2-[c:14]2[cH:15][cH:16][c:17]([Cl:20])[cH:18][cH:19]2)[cH:4][cH:5][c:6]([Cl:8])[cH:7]1.